Dataset: the Open Reaction Database (ORD), a public repository of structured organic reaction records. Task: describe an organic reaction: reactants, conditions, products, and yield The product is NC1=C(C=C(OCC(=O)OCC)C=C1)[N+](=O)[O-] (Ethyl 4-amino-3-nitro-phenoxy-acetate). Run at time 1.5 hour. Run in CN(C=O)C (dimethylformamide). Reaction SMILES: [NH2:1][C:2]1[CH:7]=[CH:6][C:5]([OH:8])=[CH:4][C:3]=1[N+:9]([O-:11])=[O:10].CC(C)([O-])C.[K+].[CH2:18]([O:20][C:21](=[O:24])[CH2:22]Br)[CH3:19].O>CN(C)C=O>[NH2:1][C:2]1[CH:7]=[CH:6][C:5]([O:8][CH2:22][C:21]([O:20][CH2:18][CH3:19])=[O:24])=[CH:4][C:3]=1[N+:9]([O-:11])=[O:10] |f:1.2|. Procedure: 25 g of 4-amino-3-nitro-phenol are dissolved in 250 ml of dimethylformamide and 18.5 g of potassium tert.butoxide are added in batches whilst cooling with ice. The mixture is stirred for a further 1.5 hours, then 18.5 ml of ethylbromoacetate are added dropwise, whilst cooling with water, and the mixture is stirred for a further 16 hours at ambient temperature. The solvent is evaporated off in vacuo and the residue is taken up with a mixture of 500 ml of ethyl acetate, 250 ml of tetrahydrofuran a... Reactants: O (water), NC1=C(C=C(C=C1)O)[N+](=O)[O-] (4-amino-3-nitro-phenol), C(C)OC(CBr)=O (ethylbromoacetate), CC(C)([O-])C.[K+] (potassium tert.butoxide). Starting materials: CC(C)(C)OC(=O)N1CCN(c2ccc(Nc3ncc4ccc(=O)n(C5CC5)c4n3)nc2)CC1, ClCCl, Cl. The product is Cl, O=c1ccc2cnc(Nc3ccc(N4CCNCC4)cn3)nc2n1C1CC1. As a reaction SMILES: [C:2]([O:3][C:4](=[O:5])[N:9]1[CH2:10][CH2:11][N:12]([c:15]2[cH:16][n:17][c:18]([NH:21][c:22]3[n:23][cH:24][c:25]4[c:26]([n:27]3)[n:28]([CH:33]3[CH2:34][CH2:35]3)[c:29](=[O:32])[cH:30][cH:31]4)[cH:19][cH:20]2)[CH2:13][CH2:14]1)([CH3:6])([CH3:7])[CH3:8].[Cl:36][CH2:37][Cl:38].[ClH:1]>>[ClH:1].[NH:9]1[CH2:10][CH2:11][N:12]([c:15]2[cH:16][n:17][c:18]([NH:21][c:22]3[n:23][cH:24][c:25]4[c:26]([n:27]3)[n:28]([CH:33]3[CH2:34][CH2:35]3)[c:29](=[O:32])[cH:30][cH:31]4)[cH:19][cH:20]2)[CH2:13][CH2:14]1. Starting materials: C[Si](C)(C)I, COc1ccc(C(C)(C)c2ccc(F)cc2)cc1, ClC(Cl)Cl, O. The product is CC(C)(c1ccc(O)cc1)c1ccc(F)cc1. Reaction SMILES: [CH3:19][Si:20]([I:21])([CH3:22])[CH3:23].[CH3:1][O:2][c:3]1[cH:4][cH:5][c:6]([C:9]([CH3:10])([CH3:11])[c:12]2[cH:13][cH:14][c:15]([F:18])[cH:16][cH:17]2)[cH:7][cH:8]1.[CH:25]([Cl:26])([Cl:27])[Cl:28].[OH2:24]>>[OH:2][c:3]1[cH:4][cH:5][c:6]([C:9]([CH3:10])([CH3:11])[c:12]2[cH:13][cH:14][c:15]([F:18])[cH:16][cH:17]2)[cH:7][cH:8]1. Reaction conditions: temperature -78 celsius, time 15 minute. Isolated yield 58.2%. Product: hexanes ethyl acetate, COC(C(CC1CCCC1)C1=CC(=C(C=C1)SC)Cl)=O (2-(3-chloro-4-methylsulfanyl-phenyl)-3-cyclopentyl-propionic acid methyl ester). Solvent: CN1C(N(CCC1)C)=O (1,3-dimethyl-3,4,5,6-tetrahydro-2(1H)-pyrimidinone), O1CCCC1 (tetrahydrofuran), CN1C(N(CCC1)C)=O (1,3-dimethyl-3,4,5,6-tetrahydro-2(1H)-pyrimidinone), O1CCCC1 (tetrahydrofuran). Procedure details: A solution of diisopropylamine (4.86 mL, 34.70 mmol) in dry tetrahydrofuran (212.3 mL) was cooled to −78° C. and then treated with a 2.5M solution of n-butyllithium in hexanes (13.88 mL, 34.70 mmol). The resulting reaction mixture was stirred at −78° C. for 15 min and then slowly treated with a solution of (3-chloro-4-methylsulfanyl-phenyl)-acetic acid methyl ester (7.28 g, 31.55 mmol) in dry tetrahydrofuran (23.6 mL) and 1,3-dimethyl-3,4,5,6-tetrahydro-2(1H)-pyrimidinone (9.43 mL). The resultin... RXN SMILES: C(NC(C)C)(C)C.C([Li])CCC.[CH3:13][O:14][C:15](=[O:26])[CH2:16][C:17]1[CH:22]=[CH:21][C:20]([S:23][CH3:24])=[C:19]([Cl:25])[CH:18]=1.I[CH2:28][CH:29]1[CH2:33][CH2:32][CH2:31][CH2:30]1>O1CCCC1.CN1CCCN(C)C1=O>[CH3:13][O:14][C:15](=[O:26])[CH:16]([C:17]1[CH:22]=[CH:21][C:20]([S:23][CH3:24])=[C:19]([Cl:25])[CH:18]=1)[CH2:28][CH:29]1[CH2:33][CH2:32][CH2:31][CH2:30]1. The reactants are ICC1CCCC1 (iodomethylcyclopentane), COC(CC1=CC(=C(C=C1)SC)Cl)=O ((3-chloro-4-methylsulfanyl-phenyl)-acetic acid methyl ester), solution, C(CCC)[Li] (n-butyllithium), hexanes, C(C)(C)NC(C)C (diisopropylamine). Reactants: ClC=1N=C(C2=C(N1)C(=NC=N2)Cl)N2CCS(CC2)=O (2,8-Dichloro-4-(1-oxido-thiomorpholino)-pyrimido[5,4-d]pyrimidine), ClC=1N=C(C2=C(N1)C(=NC=N2)Cl)N2CCS(CC2)=O (2,8-dichloro-4-(1-oxido-thiomorpholino)-pyrimido-[5,4-d]-pyrimidine), C(C1=CC=CC=C1)NC (N-benzyl-methylamine), ClC=1N=C(C2=C(N1)C(=NC=N2)Cl)N2CCS(CC2)=O (2,8-Dichloro-4-(1-oxido-thiomorpholino)-pyrimido[5,4-d]pyrimidine). As a reaction SMILES: [CH2:1]([NH:8][CH3:9])[C:2]1[CH:7]=[CH:6][CH:5]=[CH:4][CH:3]=1.[Cl:10][C:11]1[N:12]=[C:13]([N:22]2[CH2:27][CH2:26][S:25](=[O:28])[CH2:24][CH2:23]2)[C:14]2[N:20]=[CH:19][N:18]=[C:17](Cl)[C:15]=2[N:16]=1>O>[CH2:1]([N:8]([CH3:9])[C:17]1[C:15]2[N:16]=[C:11]([Cl:10])[N:12]=[C:13]([N:22]3[CH2:27][CH2:26][S:25](=[O:28])[CH2:24][CH2:23]3)[C:14]=2[N:20]=[CH:19][N:18]=1)[C:2]1[CH:7]=[CH:6][CH:5]=[CH:4][CH:3]=1. Run in O (water). The product is C(C1=CC=CC=C1)N(C1=NC=NC2=C1N=C(N=C2N2CCS(CC2)=O)Cl)C (8-(N-Benzyl-methylamino)-2-chloro-4-(1-oxido-thiomorpholino)-pyrimido-[5,4-d]-pyrimidine). Reported procedure: A solution of 12.2 gm (0.1 mol) of N-benzyl-methylamine in 50 ml of dioxane was slowly poured, while stirring, to a suspension of 15.9 gm (0.05 mol) of 2,8-dichloro-4-(1-oxido-thiomorpholino)-pyrimido-[5,4-d]-pyrimidine in about 250 ml of dioxane, and the resulting mixture was heated at 30°-40° C. for about 30 minutes. After taking up the reaction mixture in about 1 liter of water, the reaction product was obtained as a pale yellow precipitate which, after some standing, was suction filtered off...